Dataset: the Open Reaction Database (ORD), a public repository of structured organic reaction records. Task: describe an organic reaction: reactants, conditions, products, and yield The reactants are C(CCC)[C@H]1CO[C@@H](OC1)C1=CC=C(C#N)C=C1 (p-(trans-5-butyl-1,3-dioxan-2-yl)benzonitrile), solution, [H-].C(C(C)C)[Al+]CC(C)C (diisobutylaluminum hydride), C(=O)([O-])C(O)C(O)C(=O)[O-].[Na+].[K+] (potassium sodium tartrate). Solvent: C1(=CC=CC=C1)C (toluene), C1(=CC=CC=C1)C (toluene). Reaction conditions: time 22 hour. The product is residue, C(CCC)[C@H]1CO[C@@H](OC1)C1=CC=C(C=O)C=C1 (p-(trans-5-butyl-1,3-dioxan-2-yl)benzaldehyde). As a reaction SMILES: [CH2:1]([C@@H:5]1[CH2:10][O:9][C@@H:8]([C:11]2[CH:18]=[CH:17][C:14]([C:15]#N)=[CH:13][CH:12]=2)[O:7][CH2:6]1)[CH2:2][CH2:3][CH3:4].[H-].C([Al+]CC(C)C)C(C)C.C(C(C(C([O-])=O)O)O)([O-])=[O:30].[Na+].[K+]>C1(C)C=CC=CC=1>[CH2:1]([C@@H:5]1[CH2:10][O:9][C@@H:8]([C:11]2[CH:18]=[CH:17][C:14]([CH:15]=[O:30])=[CH:13][CH:12]=2)[O:7][CH2:6]1)[CH2:2][CH2:3][CH3:4] |f:1.2,3.4.5|. Procedure details: A solution of 4.91 g of p-(trans-5-butyl-1,3-dioxan-2-yl)benzonitrile in 50 ml of absolute toluene was placed at 0° C. in a sulphonation flask under argon gasification and treated within 3 minutes with 10 ml of a 3N solution of diisobutylaluminum hydride in toluene. After completion of the addition, the mixture was stirred at room temperature for a further 22 hours, then poured cautiously into 100 ml of 10% potassium sodium tartrate solution and extracted three times with 100 ml of diethyl ether... Starting materials: [Cl-], O=Cc1ccc(Cl)c([N+](=O)[O-])c1, [H-], [Na+], CN(C)C=O, c1ccc([P+](Cc2cccnc2)(c2ccccc2)c2ccccc2)cc1. Yields the product O=[N+]([O-])c1cc(C=Cc2cccnc2)ccc1Cl. RXN SMILES: [Cl-:1].[Cl:30][c:31]1[c:32]([N+:39](=[O:40])[O-:41])[cH:33][c:34]([CH:35]=[O:36])[cH:37][cH:38]1.[H-:28].[Na+:29].[O:42]=[CH:43][N:44]([CH3:45])[CH3:46].[c:2]1([P+:3]([c:4]2[cH:5][cH:6][cH:7][cH:8][cH:16]2)([CH2:9][c:10]2[cH:11][n:12][cH:13][cH:14][cH:15]2)[c:17]2[cH:18][cH:19][cH:20][cH:21][cH:22]2)[cH:23][cH:24][cH:25][cH:26][cH:27]1>>[CH:9]([c:10]1[cH:11][n:12][cH:13][cH:14][cH:15]1)=[CH:35][c:34]1[cH:33][c:32]([N+:39](=[O:40])[O-:41])[c:31]([Cl:30])[cH:38][cH:37]1. The reactants are BrCC1CCCC1, COC(=O)CCCCCn1c(-c2ccc(Cl)cc2O)nc2cc(F)c(F)cc21. The product is COC(=O)CCCCCn1c(-c2ccc(Cl)cc2OCC2CCCC2)nc2cc(F)c(F)cc21. As a reaction SMILES: [Br:29][CH2:30][CH:31]1[CH2:32][CH2:33][CH2:34][CH2:35]1.[CH3:1][O:2][C:3]([CH2:4][CH2:5][CH2:6][CH2:7][CH2:8][n:9]1[c:10](-[c:20]2[c:21]([OH:27])[cH:22][c:23]([Cl:26])[cH:24][cH:25]2)[n:11][c:12]2[c:13]1[cH:14][c:15]([F:19])[c:16]([F:18])[cH:17]2)=[O:28]>>[CH3:1][O:2][C:3]([CH2:4][CH2:5][CH2:6][CH2:7][CH2:8][n:9]1[c:10](-[c:20]2[c:21]([O:27][CH2:30][CH:31]3[CH2:32][CH2:33][CH2:34][CH2:35]3)[cH:22][c:23]([Cl:26])[cH:24][cH:25]2)[n:11][c:12]2[c:13]1[cH:14][c:15]([F:19])[c:16]([F:18])[cH:17]2)=[O:28].